Dataset: the Open Reaction Database (ORD), a public repository of structured organic reaction records. Task: describe an organic reaction: reactants, conditions, products, and yield The reagents and catalysts are [Cu]I (copper (I) iodide). Starting materials: BrC1=CC=C(C#N)C=C1 (4-Bromobenzonitrile), FC(C(C(=O)[O-])(F)F)(F)F.[Na+] (sodium pentafluoropropionate). Reported procedure: 4-Bromobenzonitrile (10 g, 54.9 mmol), sodium pentafluoropropionate (26.5 g, 0.143 mol) and copper (I) iodide (27.1 g, 0.142 mol) were heated to 150° C. in dry DMF (130 ml) for 4 h. The reaction mixture was diluted with water and Et2O and kieselgur filter aid was added. This bi-phasic mixture was stirred for 5 min, filtered and separated. The aqueous phase was extracted with Et2O. The combined organic phases were washed with water and aq. NH3, then dried over MgSO4, filtered and concentrated und... As a reaction SMILES: Br[C:2]1[CH:9]=[CH:8][C:5]([C:6]#[N:7])=[CH:4][CH:3]=1.[F:10][C:11]([F:19])([F:18])[C:12]([F:17])([F:16])C([O-])=O.[Na+]>CN(C=O)C.O.CCOCC.[Cu]I>[F:16][C:12]([F:17])([C:2]1[CH:9]=[CH:8][C:5]([C:6]#[N:7])=[CH:4][CH:3]=1)[C:11]([F:19])([F:18])[F:10] |f:1.2|. Solvent: O (water), CCOCC (Et2O), CN(C)C=O (DMF). Run at time 5 minute. Yields the product FC(C(F)(F)F)(C1=CC=C(C#N)C=C1)F (4-(Pentafluoroethyl)benzonitrile).